This data is from the Open Reaction Database (ORD), a public repository of structured organic reaction records. The task is: describe an organic reaction: reactants, conditions, products, and yield Starting materials: Cl, Cl, O=C(O)C=Cc1ccc(I)cc1, NC1CN2CCC1CC2. Product: O=C(C=Cc1ccc(I)cc1)NC1CN2CCC1CC2. RXN SMILES: [ClH:1].[ClH:2].[I:12][c:13]1[cH:14][cH:15][c:16]([CH:19]=[CH:20][C:21](=[O:22])[OH:23])[cH:17][cH:18]1.[N:3]12[CH2:4][CH:5]([NH2:11])[CH:6]([CH2:7][CH2:8]1)[CH2:9][CH2:10]2>>[N:3]12[CH2:4][CH:5]([NH:11][C:21]([CH:20]=[CH:19][c:16]3[cH:15][cH:14][c:13]([I:12])[cH:18][cH:17]3)=[O:22])[CH:6]([CH2:7][CH2:8]1)[CH2:9][CH2:10]2. The product is Fc1cc(F)c(-c2nc3occn3c2I)cc1F. Reactants: Fc1cc(F)c(-c2cn3ccoc3n2)cc1F, CN(C)C=O, O=C1CCC(=O)N1I, O. RXN SMILES: [F:1][c:2]1[c:3](-[c:10]2[n:11][c:12]3[o:13][cH:14][cH:15][n:16]3[cH:17]2)[cH:4][c:5]([F:9])[c:6]([F:8])[cH:7]1.[O:18]=[CH:19][N:20]([CH3:21])[CH3:22].[O:23]=[C:24]1[N:25]([I:30])[C:26](=[O:27])[CH2:28][CH2:29]1.[OH2:31]>>[F:1][c:2]1[c:3](-[c:10]2[n:11][c:12]3[o:13][cH:14][cH:15][n:16]3[c:17]2[I:30])[cH:4][c:5]([F:9])[c:6]([F:8])[cH:7]1. The reactants are COC(=O)C=1C=C(C=CCCl)C=CC1 (3-Methoxycarbonylcinnamyl chloride), C(C)(C)(C)O[AlH-](OC(C)(C)C)OC(C)(C)C.[Li+] (lithium tri-tert-butoxyaluminohydride), Cl (hydrochloric acid). Solvent: O1CCCC1 (tetrahydrofuran). Run at temperature -78 celsius, time 30 minute. The product is COC(=O)C=1C=C(/C=C/CO)C=CC1 ((E)-3-Methoxycarbonylcinnamyl alcohol). As a reaction SMILES: [CH3:1][O:2][C:3]([C:5]1[CH:6]=[C:7]([CH:12]=[CH:13][CH:14]=1)[CH:8]=[CH:9][CH2:10]Cl)=[O:4].C([O:19][AlH-](OC(C)(C)C)OC(C)(C)C)(C)(C)C.[Li+].Cl>O1CCCC1>[CH3:1][O:2][C:3]([C:5]1[CH:6]=[C:7]([CH:12]=[CH:13][CH:14]=1)/[CH:8]=[CH:9]/[CH2:10][OH:19])=[O:4] |f:1.2|. Reported procedure: 3-Methoxycarbonylcinnamyl chloride (24 g) was dissolved in dry tetrahedrofuran and then this solution added to lithium tri-tert-butoxyaluminohydride (63.5 g) dissolved in tetrahydrofuran (250 ml) at -78° C. The resultant clear solution was stirred at -78° C. for 30 minutes then it was added to ice and 2M hydrochloric acid (750 ml). The two phase mixtures was extracted 4 times with dichloromethane. After drying the dichloromethane was evaporated to yield the title compound as a pale yellow oil. Starting materials: COC=1C(C(=C(C(C1OC)=O)CC1=C(C=CC=C1)CCC(=O)O)C)=O (3-[2-(5,6-dimethoxy-3-methyl-1,4-benzoquinon-2-ylmethyl)phenyl]propionic Acid), N1CCSCC1 (thiomorpholine). The yield is 34.3%. Procedure: 3-[2-(5,6-dimethoxy-3-methyl-1,4-benzoquinon-2-ylmethyl)phenyl]propionic acid (25 mg, 0.070 mmol) obtained in Example 69 and thiomorpholine (0.011 ml, 0.11 mmol) were used, and a method similar to that described in Example 46 was employed to obtain the title compound (10 mg, 0.024 mmol, yield 34%). Product: COC=1C(C(=C(C(C1OC)=O)CC1=C(C=CC=C1)CCC(=O)N1CCSCC1)C)=O (N-[3-[2-(5,6-dimethoxy-3-methyl-1,4-benzoquinon-2-ylmethyl)phenyl]propionyl]thiomorpholine). Reaction SMILES: [CH3:1][O:2][C:3]1[C:4](=[O:25])[C:5]([CH3:24])=[C:6]([CH2:12][C:13]2[CH:18]=[CH:17][CH:16]=[CH:15][C:14]=2[CH2:19][CH2:20][C:21]([OH:23])=O)[C:7](=[O:11])[C:8]=1[O:9][CH3:10].[NH:26]1[CH2:31][CH2:30][S:29][CH2:28][CH2:27]1>>[CH3:1][O:2][C:3]1[C:4](=[O:25])[C:5]([CH3:24])=[C:6]([CH2:12][C:13]2[CH:18]=[CH:17][CH:16]=[CH:15][C:14]=2[CH2:19][CH2:20][C:21]([N:26]2[CH2:31][CH2:30][S:29][CH2:28][CH2:27]2)=[O:23])[C:7](=[O:11])[C:8]=1[O:9][CH3:10].